Task: describe an organic reaction: reactants, conditions, products, and yield. Dataset: the Open Reaction Database (ORD), a public repository of structured organic reaction records The reactants are C1(=CC=CC=2C(=CC=CC12)S(=O)(=O)[O-])S(=O)(=O)[O-].[Na+].[Na+] (sodium 1,5-naphthalene disulfonate), resultant mixture, [NH2-].[Na+] (sodium amide), N (ammonia). The solvent is liquid. Product: NC1=CC=CC2=C(C=CC=C12)N (1,5-diaminonaphthalene). The yield is 84.5%. RXN SMILES: [C:1]1(S([O-])(=O)=O)[C:10]2[CH:9]=[CH:8][CH:7]=[C:6](S([O-])(=O)=O)[C:5]=2[CH:4]=[CH:3][CH:2]=1.[Na+].[Na+].[NH2-:21].[Na+].[NH3:23]>>[NH2:21][C:1]1[C:10]2[C:5](=[C:6]([NH2:23])[CH:7]=[CH:8][CH:9]=2)[CH:4]=[CH:3][CH:2]=1 |f:0.1.2,3.4|. Reported procedure: In a 200-ml autoclave were placed 26.6 grams (0.08 mole) of anhydrous sodium 1,5-naphthalene disulfonate, 17.6 grams (0.44 mole) of sodium amide and 80 ml of liquid ammonia in the same manner as in Example 1. The resultant mixture was heated at 180° C for 10 hours. The reaction pressure in the autoclave was 160 atm. during the reaction. After the ammonia was removed 30 ml of methanol was added to the reaction mixture for solvolysis. Thereafter the product was treated in the same manner as in Exa... The reactants are CNC (dimethylamine), NC1=C(C(=NN1C1=C(C=C(C=C1Cl)C(F)(F)F)Cl)C#N)S(=O)C(F)(F)F (5-Amino-3-cyano-1-(2,6-dichloro-4-trifluoromethylphenyl)-4-trifluoromethylsulfinylpyrazole), O (water), [Cl-].[Na+] (sodium chloride). Run in CO (methanol), C(C)(=O)OCC (ethyl acetate), O1CCOCC1 (1,4-dioxane), CCOCC (ether). Run at time 5 day. The product is NC1=C(C(=NN1C1=C(C=C(C=C1Cl)C(F)(F)F)Cl)C(N(C)C)=N)S(=O)C(F)(F)F (5-Amino-1-(2,6-dichloro-4-trifluoromethylphenyl)-3-(N,N-dimethylamidino)-4-trifluoromethylsulfinylpyrazole). Yield: 27.0%. RXN SMILES: [NH2:1][C:2]1[N:6]([C:7]2[C:12]([Cl:13])=[CH:11][C:10]([C:14]([F:17])([F:16])[F:15])=[CH:9][C:8]=2Cl)[N:5]=[C:4]([C:19]#[N:20])[C:3]=1[S:21]([C:23]([F:26])([F:25])[F:24])=O.[CH3:27][NH:28][CH3:29].[OH2:30].[Cl-:31].[Na+]>O1CCOCC1.CCOCC.CO.C(OCC)(=O)C>[NH2:1][C:2]1[N:6]([C:7]2[C:8]([Cl:31])=[CH:9][C:10]([C:14]([F:17])([F:16])[F:15])=[CH:11][C:12]=2[Cl:13])[N:5]=[C:4]([C:19](=[NH:20])[N:28]([CH3:29])[CH3:27])[C:3]=1[S:21]([C:23]([F:26])([F:25])[F:24])=[O:30] |f:3.4|. Procedure details: 5-Amino-3-cyano-1-(2,6-dichloro-4-trifluoromethylphenyl)-4-trifluoromethylsulfinylpyrazole (0.97 g, 2.22 mmol) was dissolved in 10 ml of 1,4-dioxane and dimethylamine (50% aqueous solution) (1.20 ml, 11.4 mmol) was added, and then the mixture was stirred at room temperature for 5 days. After stirring, 20 ml of water and 20 ml of an aqueous saturated sodium chloride solution were added and the solution was extracted twice with 30 ml of ethyl acetate. The extract was dried over anhydrous magnesium... Starting materials: N1C(=CC2=CC=CC=C12)C(=O)OCCN(C1=NC=CC=C1[N+](=O)[O-])C (2-(N-methyl-N-(3-nitro-2-pyridinyl)amino)-ethyl indol-2-carboxylate), Cl (hydrochloric acid), C(#N)[BH3-].[Na+] (sodium cyanoborohydride), [OH-].[Na+] (sodium hydroxide), C(#N)[BH3-].[Na+] (sodium cyanoborohydride), C(C)O (ethanol). The reagents and catalysts are [Pd] (Palladium black). The solvent is CO (methanol), C(C)(=O)O (Acetic acid), CC(=O)C (acetone). Reaction conditions: time 30 minute. Product: CN(C1=NC=CC=C1NC(C)C)CCOC(=O)C=1NC2=CC=CC=C2C1 ((N-Methyl-N-(3-(1-methylethylamino)-2-pyridinyl)amino]ethylindol-2-carboxylate). RXN SMILES: [NH:1]1[C:9]2[C:4](=[CH:5][CH:6]=[CH:7][CH:8]=2)[CH:3]=[C:2]1[C:10]([O:12][CH2:13][CH2:14][N:15]([CH3:25])[C:16]1[C:21]([N+:22]([O-])=O)=[CH:20][CH:19]=[CH:18][N:17]=1)=[O:11].[C:26]([BH3-])#N.[Na+].Cl.[OH-].[Na+].[CH2:33](O)[CH3:34]>CO.[Pd].C(O)(=O)C.CC(C)=O>[CH3:25][N:15]([CH2:14][CH2:13][O:12][C:10]([C:2]1[NH:1][C:9]2[C:4]([CH:3]=1)=[CH:5][CH:6]=[CH:7][CH:8]=2)=[O:11])[C:16]1[C:21]([NH:22][CH:33]([CH3:34])[CH3:26])=[CH:20][CH:19]=[CH:18][N:17]=1 |f:1.2,4.5|. Procedure: Palladium black (110 mg) is added to 2-(N-methyl-N-(3-nitro-2-pyridinyl)amino)-ethyl indol-2-carboxylate (PREPARATION 37, 195 mg) in methanol (75 ml). The mixture is stirred under a hydrogen atmosphere (balloon) for 30 min at 20°-25°, filtered and concentrated to give a solid. The solid is dissolved in ethanol (12 ml) and treated with acetone (0.64 ml) and sodium cyanoborohydride (27 mg). Acetic acid is added to adjust to pH 5 as measured on moistened pH test paper. The mixture is stirred for 3.... The reactants are N1C=CC(C=2C=C3C(=CC12)OCCOCCOCCO3)=O (7,8,10,11,13,14-Hexahydro-1H-6,9,12,15-tetraoxa-1-aza-cyclododeca[b]naphthalen-4-one), C([O-])([O-])=O.[Cs+].[Cs+] (cesium carbonate), FC1=C(C=C(C=C1)[N+](=O)[O-])F (1,2-difluoro-4-nitro-benzene). The solvent is CN(C)C=O (DMF), C(C)#N (acetonitrile), CN(C)C=O (DMF), CC#N (MeCN). RXN SMILES: [NH:1]1[C:10]2[CH:9]=[C:8]3[O:11][CH2:12][CH2:13][O:14][CH2:15][CH2:16][O:17][CH2:18][CH2:19][O:20][C:7]3=[CH:6][C:5]=2[C:4](=[O:21])[CH:3]=[CH:2]1.C(=O)([O-])[O-].[Cs+].[Cs+].F[C:29]1[CH:34]=[CH:33][C:32]([N+:35]([O-:37])=[O:36])=[CH:31][C:30]=1[F:38]>CN(C=O)C.CC#N>[F:38][C:30]1[CH:31]=[C:32]([N+:35]([O-:37])=[O:36])[CH:33]=[CH:34][C:29]=1[O:21][C:4]1[C:5]2[CH:6]=[C:7]3[O:20][CH2:19][CH2:18][O:17][CH2:16][CH2:15][O:14][CH2:13][CH2:12][O:11][C:8]3=[CH:9][C:10]=2[N:1]=[CH:2][CH:3]=1 |f:1.2.3|. Procedure details: To a round bottom flask equipped with a magnetic stir bar was added 7,8,10,11,13,14-Hexahydro-1H-6,9,12,15-tetraoxa-1-aza-cyclododeca[b]naphthalen-4-one (12.2 g, 43.3 mmol, 1.0 eq.), acetonitrile (150 ml), DMF (150 ml) and cesium carbonate (28.2 g, 86.5 mmol, 2.0 eq). The mixture was stirred at room temperature for 30 minutes at which time 1,2-difluoro-4-nitro-benzene (7.57 g, 47.6 mmoL, 1.1 eq) was added over a 10 minute period. After 2 hours the reaction was complete at which time 75% of the M... The product is FC1=C(OC=2C=3C=C4C(=CC3N=CC2)OCCOCCOCCO4)C=CC(=C1)[N+](=O)[O-] (4-(2-Fluoro-4-nitro-phenoxy)-7,8,10,11,13,14-hexahydro-6,9,12,15-tetraoxa-1-aza-cyclodo-deca[b]naphthalene). Isolated yield 39.7%. Starting materials: O=C([O-])O, CCOC(C)=O, O=C(Cl)C1CC1, Nc1nc2ccc(Oc3ccc(Cl)c(NC(=O)C(F)(F)F)c3)nc2s1, [Na+], c1ccncc1. Yields the product O=C(Nc1nc2ccc(Oc3ccc(Cl)c(NC(=O)C(F)(F)F)c3)nc2s1)C1CC1. Reaction SMILES: [C:32](=[O:33])([O-:34])[OH:35].[CH3:43][CH2:44][O:45][C:46](=[O:47])[CH3:48].[CH:26]1([C:29](=[O:30])[Cl:31])[CH2:27][CH2:28]1.[NH2:1][c:2]1[s:3][c:4]2[n:5][c:6]([O:11][c:12]3[cH:13][cH:14][c:15]([Cl:25])[c:16]([NH:18][C:19]([C:20]([F:21])([F:22])[F:23])=[O:24])[cH:17]3)[cH:7][cH:8][c:9]2[n:10]1.[Na+:36].[cH:37]1[cH:38][cH:39][n:40][cH:41][cH:42]1>>[NH:1]([c:2]1[s:3][c:4]2[n:5][c:6]([O:11][c:12]3[cH:13][cH:14][c:15]([Cl:25])[c:16]([NH:18][C:19]([C:20]([F:21])([F:22])[F:23])=[O:24])[cH:17]3)[cH:7][cH:8][c:9]2[n:10]1)[C:29]([CH:26]1[CH2:27][CH2:28]1)=[O:30]. Starting materials: BrC1=CC=C(C2=CN(N=C12)C)C (7-bromo-2,4-dimethyl-2H-indazole), C(#N)[Cu] (CuCN), O (water). Solvent: CN1CCCC1=O (NMP). Conditions: temperature 130 celsius. Yields the product CN1N=C2C(=CC=C(C2=C1)C)C#N (2,4-dimethyl-2H-indazole-7-carbonitrile). Isolated yield 40.0%. Reaction SMILES: Br[C:2]1[C:10]2[C:6](=[CH:7][N:8]([CH3:11])[N:9]=2)[C:5]([CH3:12])=[CH:4][CH:3]=1.[C:13]([Cu])#[N:14].O>CN1C(=O)CCC1>[CH3:11][N:8]1[CH:7]=[C:6]2[C:10]([C:2]([C:13]#[N:14])=[CH:3][CH:4]=[C:5]2[CH3:12])=[N:9]1. Procedure: To a solution of 7-bromo-2,4-dimethyl-2H-indazole (1 eq.) in NMP, was added CuCN (2 equiv.) and heated at 130° C. for 16 h. On completion, water was added to quench the reaction, solid precipitated was filtered and purified by column chromatography to afford the title compound (40-60% yield) Starting materials: CCOC(=O)CP(=O)(OCC)OCC, CC1CC(=O)CC(C)C1, Cc1ccccc1, [Na]. Yields the product CCOC(=O)C=C1CC(C)CC(C)C1. As a reaction SMILES: [CH2:2]([O:3][P:4]([O:5][CH2:6][CH3:7])(=[O:8])[CH2:10][C:11](=[O:12])[O:13][CH2:14][CH3:15])[CH3:9].[CH3:16][CH:17]1[CH2:18][C:19](=[O:24])[CH2:20][CH:21]([CH3:23])[CH2:22]1.[CH3:25][c:26]1[cH:27][cH:28][cH:29][cH:30][cH:31]1.[Na:1]>>[CH:10]([C:11](=[O:12])[O:13][CH2:14][CH3:15])=[C:19]1[CH2:18][CH:17]([CH3:16])[CH2:22][CH:21]([CH3:23])[CH2:20]1.